Dataset: the Open Reaction Database (ORD), a public repository of structured organic reaction records. Task: describe an organic reaction: reactants, conditions, products, and yield Starting materials: COc1ccc(COc2cc(C(=O)O)ccn2)cc1, COc1ccccc1, O=C(O)C(F)(F)F. The product is O=C(O)c1cc[nH]c(=O)c1. RXN SMILES: [CH3:1][O:2][c:3]1[cH:4][cH:5][c:6]([CH2:7][O:8][c:9]2[cH:10][c:11]([C:12](=[O:13])[OH:14])[cH:15][cH:16][n:17]2)[cH:18][cH:19]1.[CH3:20][O:21][c:22]1[cH:23][cH:24][cH:25][cH:26][cH:27]1.[OH:28][C:29]([C:30]([F:31])([F:32])[F:33])=[O:34]>>[O:8]=[c:9]1[cH:10][c:11]([C:12](=[O:13])[OH:14])[cH:15][cH:16][nH:17]1. The reactants are O=S(=O)(Cl)c1cccc(Cl)c1Cl, ClCCl, CC1(C)OB(c2ccc(N)c(F)c2)OC1(C)C, c1ccncc1. The product is CC1(C)OB(c2ccc(NS(=O)(=O)c3cccc(Cl)c3Cl)c(F)c2)OC1(C)C. RXN SMILES: [Cl:18][c:19]1[c:20]([S:26](=[O:27])(=[O:28])[Cl:29])[cH:21][cH:22][cH:23][c:24]1[Cl:25].[Cl:36][CH2:37][Cl:38].[F:1][c:2]1[c:3]([NH2:17])[cH:4][cH:5][c:6]([B:8]2[O:9][C:10]([CH3:15])([CH3:16])[C:11]([CH3:13])([CH3:14])[O:12]2)[cH:7]1.[cH:30]1[cH:31][cH:32][n:33][cH:34][cH:35]1>>[F:1][c:2]1[c:3]([NH:17][S:26]([c:20]2[c:19]([Cl:18])[c:24]([Cl:25])[cH:23][cH:22][cH:21]2)(=[O:27])=[O:28])[cH:4][cH:5][c:6]([B:8]2[O:9][C:10]([CH3:15])([CH3:16])[C:11]([CH3:13])([CH3:14])[O:12]2)[cH:7]1.